Dataset: the Open Reaction Database (ORD), a public repository of structured organic reaction records. Task: describe an organic reaction: reactants, conditions, products, and yield Reactants: COC1=CC=C(CC2N(CCC=3CCCCC23)C)C=C1 ((-)-1-(p-methoxybenzyl)-2-methyl-1,2,3,4,5,6,7,8-octahydroisoquinoline), [OH-].[K+] (potassium hydroxide). Run in C(COCCO)O (diethylene glycol). Conditions: time 36 hour. Yields the product OC1=CC=C(CC2N(CCC=3CCCCC23)C)C=C1 ((-)-1-(p-hydroxybenzyl)-2-methyl- 1,2,3,4,5,6,7,8-octahydroisoquinoline). Isolated yield 71.7%. As a reaction SMILES: C[O:2][C:3]1[CH:20]=[CH:19][C:6]([CH2:7][CH:8]2[C:17]3[CH2:16][CH2:15][CH2:14][CH2:13][C:12]=3[CH2:11][CH2:10][N:9]2[CH3:18])=[CH:5][CH:4]=1.[OH-].[K+]>C(O)COCCO>[OH:2][C:3]1[CH:4]=[CH:5][C:6]([CH2:7][CH:8]2[C:17]3[CH2:16][CH2:15][CH2:14][CH2:13][C:12]=3[CH2:11][CH2:10][N:9]2[CH3:18])=[CH:19][CH:20]=1 |f:1.2|. Procedure details: A mixture of 253.9 g (0.935 mol) of (-)-1-(p-methoxybenzyl)-2-methyl-1,2,3,4,5,6,7,8-octahydroisoquinoline and 1.2 l. of diethylene glycol was warmed to 80°-100° and 260 g of potassium hydroxide (85% A.C.S. grade) was added. The reaction mixture was heated to 210° and stirred at this temperature under a constant stream of nitrogen for 36 hours. During this period, time to time the stop cock was removed to allow escape of water vapor. If this is not done, the desired inner temperature of 210° can... Starting materials: COC(=O)C=1N(N=C(C1)OCC=1C(=NOC1C=O)CCCC)C (5-(3-butyl-5-formyl-isoxazol-4-ylmethoxy)-2-methyl-2H-pyrazole-3-carboxylic acid methyl ester), [BH4-].[Na+] (sodium borohydride). The solvent is CO (methanol). Run at time 1.5 hour. The product is COC(=O)C=1N(N=C(C1)OCC=1C(=NOC1CO)CCCC)C (5-(3-Butyl-5-hydroxymethyl-isoxazol-4-ylmethoxy)-2-methyl-2H-pyrazole-3-carboxylic acid methyl ester). Yield: 45.8%. As a reaction SMILES: [CH3:1][O:2][C:3]([C:5]1[N:6]([CH3:23])[N:7]=[C:8]([O:10][CH2:11][C:12]2[C:13]([CH2:19][CH2:20][CH2:21][CH3:22])=[N:14][O:15][C:16]=2[CH:17]=[O:18])[CH:9]=1)=[O:4].[BH4-].[Na+]>CO>[CH3:1][O:2][C:3]([C:5]1[N:6]([CH3:23])[N:7]=[C:8]([O:10][CH2:11][C:12]2[C:13]([CH2:19][CH2:20][CH2:21][CH3:22])=[N:14][O:15][C:16]=2[CH2:17][OH:18])[CH:9]=1)=[O:4] |f:1.2|. Reported procedure: To a solution of 5-(3-butyl-5-formyl-isoxazol-4-ylmethoxy)-2-methyl-2H-pyrazole-3-carboxylic acid methyl ester (80 mg, 0.25 mmol) in methanol (4 mL) was added sodium borohydride (18.8 mg, 0.5 mmol) in portions over 3 min. Upon addition, the reaction became a clear light yellow solution containing a black precipitate. After stirring at room temperature for 1.5 h, the mixture was filtered over Celite® and the filter cake was washed with methanol. The filtrate was concentrated and the residue was p... The reactants are Cl.NC1C=C(C=CC1)C(=O)O (3-Amino-1,5-cyclohexadiene carboxylic acid hydrochloride), C(C)O (ethanol). Conditions: temperature 0 celsius. Product: Cl.NC1C=C(C=CC1)C(=O)OCC (ethyl 3-amino-1,5-cyclohexadienecarboxylate hydrochloride). RXN SMILES: [ClH:1].[NH2:2][CH:3]1[CH2:8][CH:7]=[CH:6][C:5]([C:9]([OH:11])=[O:10])=[CH:4]1.[CH2:12](O)[CH3:13]>>[ClH:1].[NH2:2][CH:3]1[CH2:8][CH:7]=[CH:6][C:5]([C:9]([O:11][CH2:12][CH3:13])=[O:10])=[CH:4]1 |f:0.1,3.4|. Reported procedure: 3-Amino-1,5-cyclohexadiene carboxylic acid hydrochloride (200 mg) is dissolved in ethanol containing anhydrous HCl, and the resulting solution is stirred over night at 0° C. Evaporation of the solvent affords ethyl 3-amino-1,5-cyclohexadienecarboxylate hydrochloride. Starting materials: CC(=O)O[BH-](OC(C)=O)OC(C)=O, CC1=NCCc2c1ccc1c2OCO1, [Na+]. Product: CC1NCCc2c1ccc1c2OCO1. As a reaction SMILES: [C:15]([O:16][BH-:17]([O:18][C:19](=[O:20])[CH3:21])[O:22][C:23](=[O:24])[CH3:25])(=[O:26])[CH3:27].[CH3:1][C:2]1=[N:11][CH2:10][CH2:9][c:8]2[c:3]1[cH:4][cH:5][c:6]1[c:7]2[O:12][CH2:13][O:14]1.[Na+:28]>>[CH3:1][CH:2]1[c:3]2[cH:4][cH:5][c:6]3[c:7]([c:8]2[CH2:9][CH2:10][NH:11]1)[O:12][CH2:13][O:14]3. Reactants: [N+](=O)([O-])C=1C=CC2=C(S(C3=C2C=CC(=C3)[N+](=O)[O-])=O)C1 (3,7-dinitro-dibenzothiophene 5-oxide). The reagents and catalysts are [Pd] (Pd on carbon). Run in C(C)O (ethanol). Yields the product C1=CC(=CC=2SC3=C(C21)C=CC(=C3)N)N (Dibenzothiophene-3,7-diamine). RXN SMILES: [N+:1]([C:4]1[CH:5]=[CH:6][C:7]2[C:11]3[CH:12]=[CH:13][C:14]([N+:16]([O-])=O)=[CH:15][C:10]=3[S:9](=O)[C:8]=2[CH:20]=1)([O-])=O>C(O)C.[Pd]>[CH:12]1[C:11]2[C:7]3[CH:6]=[CH:5][C:4]([NH2:1])=[CH:20][C:8]=3[S:9][C:10]=2[CH:15]=[C:14]([NH2:16])[CH:13]=1. Procedure: Two batches of the above solid 3,7-dinitro-dibenzothiophene 5-oxide was hydrogenated at 45 psi in ethanol (250 mL for each batch) with 10% Pd on carbon (0.46 g each batch) for 2 hours. Two batches were combined and filtered through CELITE to give an orange solution. Hydrogen chloride gas was bubbled into the solution to form precipitate (at pH 1). The precipitate was filtered and washed with small amount of ethanol and dried on vacuum to give an orange solid Dibenzothiophene-3,7-diamine (2.46 g)... Reactants: C1CCOC1, CCN(C(C)C)C(C)C, C#CCN1CCN(C)CC1, [Cu]I, Nc1ccc(Oc2ccnc3cc(I)sc23)c(F)c1, c1ccc(P(c2ccccc2)(c2ccccc2)[Pd](P(c2ccccc2)(c2ccccc2)c2ccccc2)(P(c2ccccc2)(c2ccccc2)c2ccccc2)P(c2ccccc2)(c2ccccc2)c2ccccc2)cc1. Yields the product CN1CCN(CC#Cc2cc3nccc(Oc4ccc(N)cc4F)c3s2)CC1. Reaction SMILES: [CH2:118]1[O:119][CH2:120][CH2:121][CH2:122]1.[CH2:30]([N:31]([CH:32]([CH3:33])[CH3:34])[CH:35]([CH3:36])[CH3:37])[CH3:38].[CH3:20][N:21]1[CH2:22][CH2:23][N:24]([CH2:27][C:28]#[CH:29])[CH2:25][CH2:26]1.[Cu:116][I:117].[F:1][c:2]1[cH:3][c:4]([NH2:5])[cH:6][cH:7][c:8]1[O:9][c:10]1[c:11]2[c:12]([n:13][cH:14][cH:15]1)[cH:16][c:17]([I:19])[s:18]2.[cH:39]1[cH:40][cH:41][c:42]([P:43]([Pd:44]([P:45]([c:46]2[cH:47][cH:48][cH:49][cH:50][cH:51]2)([c:52]2[cH:53][cH:54][cH:55][cH:56][cH:57]2)[c:58]2[cH:59][cH:60][cH:61][cH:62][cH:63]2)([P:64]([c:65]2[cH:66][cH:67][cH:68][cH:69][cH:70]2)([c:71]2[cH:72][cH:73][cH:74][cH:75][cH:76]2)[c:77]2[cH:78][cH:79][cH:80][cH:81][cH:82]2)[P:83]([c:84]2[cH:85][cH:86][cH:87][cH:88][cH:89]2)([c:90]2[cH:91][cH:92][cH:93][cH:94][cH:95]2)[c:96]2[cH:97][cH:98][cH:99][cH:100][cH:101]2)([c:102]2[cH:103][cH:104][cH:105][cH:106][cH:107]2)[c:108]2[cH:109][cH:110][cH:111][cH:112][cH:113]2)[cH:114][cH:115]1>>[F:1][c:2]1[cH:3][c:4]([NH2:5])[cH:6][cH:7][c:8]1[O:9][c:10]1[c:11]2[c:12]([n:13][cH:14][cH:15]1)[cH:16][c:17]([C:29]#[C:28][CH2:27][N:24]1[CH2:23][CH2:22][N:21]([CH3:20])[CH2:26][CH2:25]1)[s:18]2. Reactants: O=C(OCc1ccccc1)c1ccn2ccnc2c1, CO, Cl, [K+], [OH-]. The product is O=C(O)c1ccn2ccnc2c1. Reaction SMILES: [CH2:1]([c:2]1[cH:3][cH:4][cH:5][cH:6][cH:7]1)[O:8][C:9](=[O:10])[c:11]1[cH:12][c:13]2[n:14]([cH:15][cH:16]1)[cH:17][cH:18][n:19]2.[CH3:23][OH:24].[ClH:22].[K+:21].[OH-:20]>>[O:8]=[C:9]([OH:10])[c:11]1[cH:12][c:13]2[n:14]([cH:15][cH:16]1)[cH:17][cH:18][n:19]2.